Dataset: the Open Reaction Database (ORD), a public repository of structured organic reaction records. Task: describe an organic reaction: reactants, conditions, products, and yield Reactants: O=C(Cl)c1ccccc1, C1CNCCN1, C1CCOC1, [Li]CCCC. Yields the product O=C(c1ccccc1)N1CCNCC1. As a reaction SMILES: [C:12]([c:13]1[cH:14][cH:15][cH:16][cH:17][cH:18]1)(=[O:19])[Cl:20].[CH2:1]1[CH2:2][NH:3][CH2:4][CH2:5][NH:6]1.[CH2:21]1[O:22][CH2:23][CH2:24][CH2:25]1.[CH3:7][CH2:8][CH2:9][CH2:10][Li:11]>>[CH2:1]1[CH2:2][N:3]([C:12]([c:13]2[cH:14][cH:15][cH:16][cH:17][cH:18]2)=[O:19])[CH2:4][CH2:5][NH:6]1.